Dataset: the Open Reaction Database (ORD), a public repository of structured organic reaction records. Task: describe an organic reaction: reactants, conditions, products, and yield The reactants are ClC=1N=C(C2=C(N1)C=C(S2)CN)N2CCOCC2 ((2-Chloro-4-morpholinothieno[3,2-d]pyrimidin-6-yl)methanamine), C(C1=CC=CC=C1)(=O)Cl (benzoyl chloride), CC1(OB(OC1(C)C)C1=C2C=NNC2=CC=C1)C (4-(4,4,5,5-tetramethyl-[1,3,2]dioxaborolan-2-yl)-1H-indazole). The product is N1N=CC2=C(C=CC=C12)C=1N=C(C2=C(N1)C=C(S2)CNC(C2=CC=CC=C2)=O)N2CCOCC2 (N-((2-(1H-indazol-4-yl)-4-morpholinothieno[3,2-d]pyrimidin-6-yl)methyl)benzamide). As a reaction SMILES: Cl[C:2]1[N:3]=[C:4]([N:13]2[CH2:18][CH2:17][O:16][CH2:15][CH2:14]2)[C:5]2[S:10][C:9]([CH2:11][NH2:12])=[CH:8][C:6]=2[N:7]=1.[C:19](Cl)(=[O:26])[C:20]1[CH:25]=[CH:24][CH:23]=[CH:22][CH:21]=1.CC1(C)C(C)(C)OB([C:36]2[CH:44]=[CH:43][CH:42]=[C:41]3[C:37]=2[CH:38]=[N:39][NH:40]3)O1>>[NH:40]1[C:41]2[C:37](=[C:36]([C:2]3[N:3]=[C:4]([N:13]4[CH2:18][CH2:17][O:16][CH2:15][CH2:14]4)[C:5]4[S:10][C:9]([CH2:11][NH:12][C:19](=[O:26])[C:20]5[CH:25]=[CH:24][CH:23]=[CH:22][CH:21]=5)=[CH:8][C:6]=4[N:7]=3)[CH:44]=[CH:43][CH:42]=2)[CH:38]=[N:39]1. Procedure: (2-Chloro-4-morpholinothieno[3,2-d]pyrimidin-6-yl)methanamine 27 was acylated with benzoyl chloride following General Procedure K and then reacted with 4-(4,4,5,5-tetramethyl-1,3,2-dioxaborolan-2-yl)-1H-indazole 7 (34 mg) following General Procedure A to give 286. MS (Q1) 471 (M)+ Reactants: OC[C@H]1CCC(N1)=O ((R)-5-hydroxymethylpyrrolidin-2-one), CC=1C(=NC=C(C1)C)N1CCN(CC1)C(=O)C1=CC=C(C=C1)I ([4-(3,5-dimethylpyridin-2-yl)piperazin-1-yl](4-iodophenyl)methanone). Yields the product CC=1C(=NC=C(C1)C)N1CCN(CC1)C(=O)C1=CC=C(C=C1)N1C(CC[C@@H]1CO)=O ((R)-1-{4-[4-(3,5-dimethylpyridin-2-yl)piperazine-1-carbonyl]phenyl}-5-hydroxymethylpyrrolidin-2-one). Isolated yield 47.6%. Reaction SMILES: [OH:1][CH2:2][C@@H:3]1[NH:7][C:6](=[O:8])[CH2:5][CH2:4]1.[CH3:9][C:10]1[C:11]([N:17]2[CH2:22][CH2:21][N:20]([C:23]([C:25]3[CH:30]=[CH:29][C:28](I)=[CH:27][CH:26]=3)=[O:24])[CH2:19][CH2:18]2)=[N:12][CH:13]=[C:14]([CH3:16])[CH:15]=1>>[CH3:9][C:10]1[C:11]([N:17]2[CH2:18][CH2:19][N:20]([C:23]([C:25]3[CH:30]=[CH:29][C:28]([N:7]4[C@@H:3]([CH2:2][OH:1])[CH2:4][CH2:5][C:6]4=[O:8])=[CH:27][CH:26]=3)=[O:24])[CH2:21][CH2:22]2)=[N:12][CH:13]=[C:14]([CH3:16])[CH:15]=1. Reported procedure: Using (R)-5-hydroxymethylpyrrolidin-2-one (137 mg) and [4-(3,5-dimethylpyridin-2-yl)piperazin-1-yl](4-iodophenyl)methanone (500 mg) described in Preparation Example 113 and by the reaction and treatment in the same manner as in Example 1, the title compound (231 mg) was obtained. Reactants: CC(O[Si](C)(C)C(C)(C)C)c1ncc(Cn2ncc(N)n2)o1, ClCCCl, CN(C)c1ccncc1, ClCCl, N#N, O, On1nnc2ccccc21, Cc1cccc(-c2ocnc2C(=O)O)c1. Yields the product Cc1cccc(-c2ocnc2C(=O)Nc2cnn(Cc3cnc(C(C)O[Si](C)(C)C(C)(C)C)o3)n2)c1. RXN SMILES: [C:32]([CH3:33])([CH3:34])([CH3:35])[Si:36]([O:37][CH:38]([CH3:39])[c:40]1[o:41][c:42]([CH2:45][n:46]2[n:47][cH:48][c:49]([NH2:51])[n:50]2)[cH:43][n:44]1)([CH3:52])[CH3:53].[CH2:28]([Cl:29])[CH2:30][Cl:31].[CH3:57][N:58]([c:59]1[cH:60][cH:61][n:62][cH:63][cH:64]1)[CH3:65].[Cl:54][CH2:55][Cl:56].[N:1]#[N:2].[OH2:66].[OH:18][n:19]1[c:20]2[c:21]([cH:22][cH:23][cH:24][cH:25]2)[n:26][n:27]1.[c:3]1([CH3:17])[cH:4][c:5](-[c:9]2[c:10]([C:14](=[O:15])[OH:16])[n:11][cH:12][o:13]2)[cH:6][cH:7][cH:8]1>>[c:3]1([CH3:17])[cH:4][c:5](-[c:9]2[c:10]([C:14](=[O:16])[NH:51][c:49]3[cH:48][n:47][n:46]([CH2:45][c:42]4[o:41][c:40]([CH:38]([O:37][Si:36]([C:32]([CH3:33])([CH3:34])[CH3:35])([CH3:52])[CH3:53])[CH3:39])[n:44][cH:43]4)[n:50]3)[n:11][cH:12][o:13]2)[cH:6][cH:7][cH:8]1.